describe an organic reaction: reactants, conditions, products, and yield From a dataset of the Open Reaction Database (ORD), a public repository of structured organic reaction records. Reactants: C1(O)=C(O)C(O)=CC=C1 (pyrogallol), C([O-])([O-])=O.[K+].[K+] (potassium carbonate), BrCCBr (1,2-Dibromoethane). Solvent: CN(C=O)C (dimethylformamide). Conditions: temperature 80 celsius, time 2 hour. The product is C1OC2=C(C(=CC=C2)OC1)O (2,6-ethylenedioxyphenol). The yield is 36.0%. RXN SMILES: [C:1]1([CH:9]=[CH:8][CH:7]=[C:5]([OH:6])[C:3]=1[OH:4])[OH:2].C(=O)([O-])[O-].[K+].[K+].Br[CH2:17][CH2:18]Br>CN(C)C=O>[CH2:17]1[CH2:18][O:6][C:5]2=[CH:7][CH:8]=[CH:9][C:1](=[C:3]2[OH:4])[O:2]1 |f:1.2.3|. Procedure details: A suspension of pyrogallol (126 g) and potassium carbonate (138 g) in dimethylformamide (500 mL) was stirred at 80° C. for 2 hours. 1,2-Dibromoethane (188 g) was then added dropwise over a 4 hour period and the resulting mixture was stirred at 80° C. overnight. Upon cooling, the mixture was filtered, and the filtrate was evaporated, dissolved in water (200 mL) and acidified with concentrated hydrochloric acid. The resulting mixture was extracted with toluene. The orgainc extract was washed with ... Reactants: O=C(Cl)c1ccncc1, N#Cc1[nH]cnc1NC(=O)c1ccncc1, CCOC(C)=O, O=C(Cl)c1cccc(F)c1, O=C(OO)c1cccc(Cl)c1. The product is N#Cc1[nH]cnc1[NH+]([O-])C(=O)c1ccncc1. As a reaction SMILES: [C:17]([Cl:18])([c:19]1[cH:20][cH:21][n:22][cH:23][cH:25]1)=[O:24].[C:1](#[N:2])[c:3]1[c:4]([NH:8][C:9](=[O:10])[c:11]2[cH:12][cH:13][n:14][cH:15][cH:16]2)[n:5][cH:6][nH:7]1.[CH3:47][CH2:48][O:49][C:50](=[O:51])[CH3:52].[F:26][c:27]1[cH:28][c:29]([C:33]([Cl:34])=[O:35])[cH:30][cH:31][cH:32]1.[OH:36][O:37][C:38]([c:39]1[cH:40][c:41]([Cl:42])[cH:43][cH:44][cH:45]1)=[O:46]>>[C:1](#[N:2])[c:3]1[c:4]([NH+:8]([C:9](=[O:10])[c:11]2[cH:12][cH:13][n:14][cH:15][cH:16]2)[O-:24])[n:5][cH:6][nH:7]1. Starting materials: C(C1=CC=CC=C1)OC(NC1(CC1)C(NC1(CC1)C=1N=COC1)=O)=O ([1-(1-oxazol-4-yl-cyclopropylcarbamoyl)-cyclopropyl]-carbamic acid benzyl ester). Reagents/catalysts: [Pd] (Pd/C). The solvent is CO (MeOH). Conditions: time 1 hour. The product is O1C=NC(=C1)C1(CC1)NC(=O)C1(CC1)N (1-amino-cyclopropanecarboxylic acid (1-oxazol-4-yl-cyclopropyl)-amide). Yield: 96.5%. Reaction SMILES: C(OC(=O)[NH:10][C:11]1([C:14](=[O:24])[NH:15][C:16]2([C:19]3[N:20]=[CH:21][O:22][CH:23]=3)[CH2:18][CH2:17]2)[CH2:13][CH2:12]1)C1C=CC=CC=1>CO.[Pd]>[O:22]1[CH:23]=[C:19]([C:16]2([NH:15][C:14]([C:11]3([NH2:10])[CH2:13][CH2:12]3)=[O:24])[CH2:18][CH2:17]2)[N:20]=[CH:21]1. Reported procedure: [1-(1-oxazol-4-yl-cyclopropylcarbamoyl)-cyclopropyl]-carbamic acid benzyl ester (70 mg, 0.21 mmol) was dissolved in MeOH (10 ml), followed by the addition of 10% Pd/C (35 mg). The solution mixture was stirred under H2 balloon for 1 h. The reaction mixture was filtered through celite. The solvent was concentrated under high vacuum pump to afford 42 mg of 1-amino-cyclopropanecarboxylic acid (1-oxazol-4-yl-cyclopropyl)-amide as a off-white solid product, m/z 208.8 [M+1]+. The reactants are C(C)(C)(C)OC(=O)NC1CN(C1)C1=C(C=C2C(C(=CN(C2=N1)CCC#N)C(=O)O)=O)F (7-(3-((tert-butoxycarbonyl)amino)azetidin-1-yl)-1-(2-cyanoethyl)-6-fluoro-4-oxo-1,4-dihydro-1,8-naphthyridine-3-carboxylic acid). Solvent: FC(C(=O)O)(F)F (trifluoroacetic acid). Product: NC1CN(C1)C1=C(C=C2C(C(=CNC2=N1)C(=O)O)=O)F (7-(3-aminoazetidin-1-yl)-6-fluoro-4-oxo-1,4-dihydro-1,8-naphthyridine-3-carboxylic acid). Reaction SMILES: C(OC([NH:8][CH:9]1[CH2:12][N:11]([C:13]2[N:22]=[C:21]3[C:16]([C:17](=[O:30])[C:18]([C:27]([OH:29])=[O:28])=[CH:19][N:20]3CCC#N)=[CH:15][C:14]=2[F:31])[CH2:10]1)=O)(C)(C)C>FC(F)(F)C(O)=O>[NH2:8][CH:9]1[CH2:12][N:11]([C:13]2[N:22]=[C:21]3[C:16]([C:17](=[O:30])[C:18]([C:27]([OH:29])=[O:28])=[CH:19][NH:20]3)=[CH:15][C:14]=2[F:31])[CH2:10]1. Reported procedure: A solution of EXAMPLE 20B (0.12 g) in trifluoroacetic acid (6 mL) was stirred for 10 minutes and concentrated; and the concentrate was azeotroped with toluene to provide the desired product. NMR (300 MHz, DMSO-d6) δ 8.51 (s, 1H), 8.03 (m, 1H), 4.58 (m, 2H), 4.26 (m, 2H), 4.16 (br s, 1H). The reactants are C(C)(C)C1=NCCOC=2C1=C1C=CN(C1=CC2)S(=O)(=O)C2=CC=CC=C2 (1-isopropyl-8-(phenylsulfonyl)-3,8-dihydro-4H-[1,4]oxazepino[6,7-e]indole), C(C)(C)C1=NCCOC=2C1=C1C=CN(C1=CC2)S(=O)(=O)C2=CC=CC=C2 (1-isopropyl-8-(phenylsulfonyl)-3,8-dihydro-4H-[1,4]oxazepino[6,7-e]indole), [BH3-]C#N.[Na+] (NaCNBH3). Run in CCO (EtOH). Reaction conditions: temperature 70 celsius. Yields the product C(C)(C)C1NCCOC=2C1=C1C=CN(C1=CC2)S(=O)(=O)C2=CC=CC=C2 (1-Isopropyl-8-(phenylsulfonyl)-1,3,4,8-tetrahydro-2H-[1,4]oxazepino[6,7-e]indole). The yield is 28.6%. As a reaction SMILES: [CH:1]([C:4]1[C:10]2=[C:11]3[C:15](=[CH:16][CH:17]=[C:9]2[O:8][CH2:7][CH2:6][N:5]=1)[N:14]([S:18]([C:21]1[CH:26]=[CH:25][CH:24]=[CH:23][CH:22]=1)(=[O:20])=[O:19])[CH:13]=[CH:12]3)([CH3:3])[CH3:2].[BH3-]C#N.[Na+]>CCO>[CH:1]([CH:4]1[C:10]2=[C:11]3[C:15](=[CH:16][CH:17]=[C:9]2[O:8][CH2:7][CH2:6][NH:5]1)[N:14]([S:18]([C:21]1[CH:26]=[CH:25][CH:24]=[CH:23][CH:22]=1)(=[O:20])=[O:19])[CH:13]=[CH:12]3)([CH3:3])[CH3:2] |f:1.2|. Procedure details: To 1-isopropyl-8-(phenylsulfonyl)-3,8-dihydro-4H-[1,4]oxazepino[6,7-e]indole (Intermediate 38, 120 mg, 0.330 mmol) dissolved in EtOH (5 mL), NaCNBH3 (41 mg, 0.65 mmol) was added and the reaction mixture was heated at 70° C. for 30 minutes. The reaction was quenched by addition of water and the solvent was removed under reduced pressure. The crude product was purified by preparative HPLC (XTerra C18, 50 mM NH4HCO3 pH 10-CH3CN) to give the title compound (35 mg). MS m/z 371 [M+H]+. Reactants: C(C)OC(CC(N(CCC(=O)OC)CC1=CC=C(C=C1)[N+](=O)[O-])=O)=O (Ethyl[N-(p-nitrobenzyl)-N-(methoxycarbonylethyl)carbamoyl]acetate). The reagents and catalysts are [Pd] (Pd/C). The solvent is C(C)O (ethanol). Product: C(C)OC(CC(N(CCC(=O)OC)CC1=CC=C(C=C1)N)=O)=O (ethyl[N-(p-aminobenzyl)-N-(methoxycarbonylethyl)carbamoyl]acetate). Yield: 87.7%. As a reaction SMILES: [CH2:1]([O:3][C:4](=[O:25])[CH2:5][C:6](=[O:24])[N:7]([CH2:14][C:15]1[CH:20]=[CH:19][C:18]([N+:21]([O-])=O)=[CH:17][CH:16]=1)[CH2:8][CH2:9][C:10]([O:12][CH3:13])=[O:11])[CH3:2]>[Pd].C(O)C>[CH2:1]([O:3][C:4](=[O:25])[CH2:5][C:6](=[O:24])[N:7]([CH2:14][C:15]1[CH:20]=[CH:19][C:18]([NH2:21])=[CH:17][CH:16]=1)[CH2:8][CH2:9][C:10]([O:12][CH3:13])=[O:11])[CH3:2]. Procedure details: Ethyl[N-(p-nitrobenzyl)-N-(methoxycarbonylethyl)carbamoyl]acetate (1.01 g) obtained in Example 32-(2), ethanol (10 ml) and 10% Pd/C (150 mg) are treated in the same manner as described in Example 33, whereby ethyl[N-(p-aminobenzyl)-N-(methoxycarbonylethyl)carbamoyl]acetate (810 mg, 87.5%) is obtained as pale yellow oil. Reactants: CC#N, O=C(Cl)OCCCl, [K+], [K+], Nc1cncc(Br)c1, O=C([O-])[O-]. Yields the product O=C1OCCN1c1cncc(Br)c1. Reaction SMILES: [CH3:22][C:23]#[N:24].[Cl:15][C:16](=[O:17])[O:18][CH2:19][CH2:20][Cl:21].[K+:10].[K+:9].[NH2:1][c:2]1[cH:3][n:4][cH:5][c:6]([Br:8])[cH:7]1.[O-:11][C:12]([O-:13])=[O:14]>>[N:1]1([c:2]2[cH:3][n:4][cH:5][c:6]([Br:8])[cH:7]2)[C:16](=[O:17])[O:18][CH2:19][CH2:20]1. Starting materials: OCCCC#C (5-hydroxypentyne), O.C1(=CC=C(C=C1)S(=O)(=O)O)C (p-toluenesulfonic acid hydrate). Solvent: O1CCCC=C1 (dihydropyran). Reaction conditions: time 5 minute. Yields the product O1C(CCCC1)OCCCC#C (5-(Tetrahydropyran-2-yloxy) pentyne). Isolated yield 63.0%. As a reaction SMILES: [OH:1][CH2:2][CH2:3][CH2:4][C:5]#[CH:6].[OH2:7].[C:8]1(C)C=[CH:12][C:11](S(O)(=O)=O)=[CH:10][CH:9]=1>O1C=CCCC1>[O:1]1[CH2:6][CH2:5][CH2:4][CH2:3][CH:2]1[O:7][CH2:12][CH2:11][CH2:10][C:9]#[CH:8] |f:1.2|. Procedure: A mixture of 5-hydroxypentyne (5.0 g, 0.06 mol) and freshly distilled dihydropyran (10 mL) was treated with a trace of p-toluenesulfonic acid hydrate. The exothermic reaction was stirred for 5 min, and the excess dihydropyran was removed under reduced pressure. The residue was purified by flash chromatography (alumna, neutral, activity 1, 25% ether/hexane) and gave the title compound (6.4 g, 63%). 1H NMR (400 MHz, CDCl3) δ 4.60 (t, 1 H), 3.86 (m, 2 H), 3.50 (m, 2 H), 2.32 (m, 2 H), 1.96 (t, 1 H)...